This data is from the Open Reaction Database (ORD), a public repository of structured organic reaction records. The task is: describe an organic reaction: reactants, conditions, products, and yield Reactants: [Cl-], Cl, [Cu+2], O=N[O-], Cc1cnc2n1N=C(c1ccc(N)cc1)c1cc3c(cc1C2)OCO3, [Na+], [Na+], [Na+], [Na+], O, O, O, O, O, O, O=S([O-])[O-], O=S(=O)([O-])[O-]. The product is Cc1cnc2n1N=C(c1ccc(Cl)cc1)c1cc3c(cc1C2)OCO3. As a reaction SMILES: [Cl-:31].[ClH:39].[Cu+2:50].[N:26]([O-:27])=[O:28].[NH2:1][c:2]1[cH:3][cH:4][c:5]([C:8]2=[N:9][n:10]3[c:11]([n:22][cH:23][c:24]3[CH3:25])[CH2:12][c:13]3[c:14]2[cH:15][c:16]2[c:17]([cH:18]3)[O:19][CH2:20][O:21]2)[cH:6][cH:7]1.[Na+:29].[Na+:30].[Na+:36].[Na+:37].[OH2:38].[OH2:40].[OH2:41].[OH2:42].[OH2:43].[OH2:44].[S:32]([O-:33])([O-:34])=[O:35].[S:45]([O-:46])([O-:47])(=[O:48])=[O:49]>>[c:2]1([Cl:31])[cH:3][cH:4][c:5]([C:8]2=[N:9][n:10]3[c:11]([n:22][cH:23][c:24]3[CH3:25])[CH2:12][c:13]3[c:14]2[cH:15][c:16]2[c:17]([cH:18]3)[O:19][CH2:20][O:21]2)[cH:6][cH:7]1. Starting materials: CC=1NC2=CC=C(C(=C2C1)C(F)(F)F)C#N (2-methyl-4-(trifluoromethyl)-1H-indole-5-carbonitrile), Cl[C@H](CO)C ((2S)-2-chloro-1-propanol). The product is OC[C@@H](C)N1C(=CC2=C(C(=CC=C12)C#N)C(F)(F)F)C (1-[(1R)-2-Hydroxy-1-methylethyl]-2-methyl-4-(trifluoromethyl)-1H-indole-5-carbonitrile). Reaction SMILES: [CH3:1][C:2]1[NH:3][C:4]2[C:9]([CH:10]=1)=[C:8]([C:11]([F:14])([F:13])[F:12])[C:7]([C:15]#[N:16])=[CH:6][CH:5]=2.Cl[C@@H:18]([CH3:21])[CH2:19][OH:20]>>[OH:20][CH2:19][C@H:18]([N:3]1[C:4]2[C:9](=[C:8]([C:11]([F:12])([F:14])[F:13])[C:7]([C:15]#[N:16])=[CH:6][CH:5]=2)[CH:10]=[C:2]1[CH3:1])[CH3:21]. Reported procedure: Synthesized as described in Example 4 using 2-methyl-4-(trifluoromethyl)-1H-indole-5-carbonitrile (Example 120) and (2S)-2-chloro-1-propanol: MS (ES) m/z 283 (M+1). The reactants are C1(=CC=CC=C1)[C@@H]1NC(N[C@@H]1C1=CC=CC=C1)=S (cis-4,5-Diphenylimidazolidine-2-thione), CC1=CC=C(CCl)C=C1 (4-methylbenzyl chloride). Solvent: CCO (EtOH). Yields the product Cl.CC1=CC=C(CSC=2N[C@@H]([C@@H](N2)C2=CC=CC=C2)C2=CC=CC=C2)C=C1 (2-[(4-Methylbenzyl)thio]-cis-4,5-diphenyl-4,5-dihydro-1H-imidazole hydrochloride). Isolated yield 64.1%. As a reaction SMILES: [C:1]1([C@H:7]2[C@@H:11]([C:12]3[CH:17]=[CH:16][CH:15]=[CH:14][CH:13]=3)[NH:10][C:9](=[S:18])[NH:8]2)[CH:6]=[CH:5][CH:4]=[CH:3][CH:2]=1.[CH3:19][C:20]1[CH:27]=[CH:26][C:23]([CH2:24][Cl:25])=[CH:22][CH:21]=1>CCO>[ClH:25].[CH3:19][C:20]1[CH:27]=[CH:26][C:23]([CH2:24][S:18][C:9]2[NH:8][C@H:7]([C:1]3[CH:2]=[CH:3][CH:4]=[CH:5][CH:6]=3)[C@H:11]([C:12]3[CH:13]=[CH:14][CH:15]=[CH:16][CH:17]=3)[N:10]=2)=[CH:22][CH:21]=1 |f:3.4|. Reported procedure: A mixture of intermediate 25 (200 mg, 0.786 mmol) and 4-methylbenzyl chloride (0.208 mL, 1.57 mmol) in abs. EtOH (2 mL) is heated at 95° C. for 24 h. The reaction mixture is cooled to RT, evaporated to dryness, and the residue suspended in Et2O. The insoluble material is filtered to give 199 mg of the product 211. 1H NMR (DMSO-d6) δ 11.18 (s, 2 H), 7.45 (d, 2 H), 7.25 (d, 2 H), 7.20-6.90 (m, 6 H), 6.90-6.65 (m, 4 H), 5.77 (s, 2 H), 4.73 (s, 2 H), 2.35 (s, 3 H); MS: m/z 359 (M++1). Starting materials: CN1N=C(C=C1N)C1=NC=CC=C1 (1-methyl-3-(2-pyridyl)pyrazol-5-amine), BrC1=CC(=C(C=O)C=C1)C (4-bromo-2-methylbenzaldehyde), C(CS)(=O)O (thioglycolic acid). Solvent: C(C)#N (acetonitrile). Run at temperature 150 celsius. The product is BrC1=CC(=C(C=C1)C1C2=C(NC(CS1)=O)N(N=C2C2=NC=CC=C2)C)C (4-(4-bromo-2-methyl-phenyl)-1-methyl-3-(2-pyridyl)-4,8-dihydropyrazolo[3,4-e][1,4]thiazepin-7-one). The yield is 68.0%. Reaction SMILES: [CH3:1][N:2]1[C:6]([NH2:7])=[CH:5][C:4]([C:8]2[CH:13]=[CH:12][CH:11]=[CH:10][N:9]=2)=[N:3]1.[Br:14][C:15]1[CH:22]=[CH:21][C:18]([CH:19]=O)=[C:17]([CH3:23])[CH:16]=1.[C:24](O)(=[O:27])[CH2:25][SH:26]>C(#N)C>[Br:14][C:15]1[CH:22]=[CH:21][C:18]([CH:19]2[S:26][CH2:25][C:24](=[O:27])[NH:7][C:6]3[N:2]([CH3:1])[N:3]=[C:4]([C:8]4[CH:13]=[CH:12][CH:11]=[CH:10][N:9]=4)[C:5]2=3)=[C:17]([CH3:23])[CH:16]=1. Reported procedure: A mixture of 1-methyl-3-(2-pyridyl)pyrazol-5-amine (1.74 g, 10 mmol), 4-bromo-2-methylbenzaldehyde (2.0 g, 10 mmol, Ark Pharm Inc.), and thioglycolic acid (3.90 g, 32 mmol) in acetonitrile (15 mL) was heated, in a sealed microwave vessel, for about 25 min, at about 150° C., in a microwave. After cooling to rt the precipitated solid was collected by filtration and washed with acetonitrile and diethyl ether to afford 4-(4-bromo-2-methyl-phenyl)-1-methyl-3-(2-pyridyl)-4,8-dihydropyrazolo[3,4-e][1,4... Reaction SMILES: F[C:2](F)(F)[C:3]([OH:5])=[O:4].[C:8]1(=[O:14])[CH2:13][CH2:12][CH2:11]CC1.[OH2:15]>>[C:3]([OH:5])(=[O:4])[CH2:2][CH2:11][CH2:12][CH2:13][C:8]([OH:14])=[O:15]. Yields the product C(CCCCC(=O)O)(=O)O (adipic acid). Starting materials: FC(C(=O)O)(F)F (trifluoroacetic acid), O (water), FC(C(=O)O)(F)F (trifluoroacetic acid), C1(CCCCC1)=O (cyclohexanone), raw material. Procedure: An operation was conducted in the same manner as in Example 1 except that trifluoroacetic acid containing 0.1 mass % of water was replaced by an aqueous solution containing 93.1 mass % (90 volume %) of trifluoroacetic acid and that cyclohexanone was used as a raw material for reaction. As a result, no adipic acid (intended product) was obtained and cyclohexanone used as a raw material was recovered quantitatively. The reactants are COc1cc(CCOP(=O)(O)O)ccc1OC(=O)OC(c1cc(C(F)(F)F)cc(C(F)(F)F)c1)C(C)N(Cc1cc(C(F)(F)F)ccc1-c1cc(C(C)C)c(F)cc1OC)C(=O)OC(C)(C)C, Cl. Yields the product COc1cc(CCOP(=O)(O)O)ccc1OC(=O)OC(c1cc(C(F)(F)F)cc(C(F)(F)F)c1)C(C)[NH2+]Cc1cc(C(F)(F)F)ccc1-c1cc(C(C)C)c(F)cc1OC, [Cl-]. Reaction SMILES: [C:1]([O:2][CH:3]([CH:4]([CH3:5])[N:6]([CH2:7][c:8]1[c:9](-[c:18]2[c:19]([O:28][CH3:29])[cH:20][c:21]([F:27])[c:22]([CH:24]([CH3:25])[CH3:26])[cH:23]2)[cH:10][cH:11][c:12]([C:14]([F:15])([F:16])[F:17])[cH:13]1)[C:30]([O:31][C:32]([CH3:33])([CH3:34])[CH3:35])=[O:36])[c:37]1[cH:38][c:39]([C:47]([F:48])([F:49])[F:50])[cH:40][c:41]([C:43]([F:44])([F:45])[F:46])[cH:42]1)([O:51][c:52]1[c:53]([O:65][CH3:66])[cH:54][c:55]([CH2:58][CH2:59][O:60][P:61](=[O:62])([OH:63])[OH:64])[cH:56][cH:57]1)=[O:67].[ClH:68]>>[C:1]([O:2][CH:3]([CH:4]([CH3:5])[NH2+:6][CH2:7][c:8]1[c:9](-[c:18]2[c:19]([O:28][CH3:29])[cH:20][c:21]([F:27])[c:22]([CH:24]([CH3:25])[CH3:26])[cH:23]2)[cH:10][cH:11][c:12]([C:14]([F:15])([F:16])[F:17])[cH:13]1)[c:37]1[cH:38][c:39]([C:47]([F:48])([F:49])[F:50])[cH:40][c:41]([C:43]([F:44])([F:45])[F:46])[cH:42]1)([O:51][c:52]1[c:53]([O:65][CH3:66])[cH:54][c:55]([CH2:58][CH2:59][O:60][P:61](=[O:62])([OH:63])[OH:64])[cH:56][cH:57]1)=[O:67].[Cl-:68]. The reactants are CCCCNCCCC, ClCCCl, COc1ccc2c(C(=O)C(C)(C)C)nn(CC(=O)O)c2c1, CCN(C(C)C)C(C)C, CN(C)C=O, On1nnc2ccccc21. The product is CCCCN(CCCC)C(=O)Cn1nc(C(=O)C(C)(C)C)c2ccc(OC)cc21. As a reaction SMILES: [CH2:32]([CH2:33][CH2:34][CH3:35])[NH:36][CH2:37][CH2:38][CH2:39][CH3:40].[CH2:55]([Cl:56])[CH2:57][Cl:58].[CH3:1][C:2]([C:3](=[O:4])[c:5]1[n:6][n:7]([CH2:16][C:17](=[O:18])[OH:19])[c:8]2[cH:9][c:10]([O:14][CH3:15])[cH:11][cH:12][c:13]12)([CH3:20])[CH3:21].[CH:41]([N:42]([CH2:43][CH3:44])[CH:45]([CH3:46])[CH3:47])([CH3:48])[CH3:49].[O:50]=[CH:51][N:52]([CH3:53])[CH3:54].[OH:22][n:23]1[c:24]2[c:25]([cH:26][cH:27][cH:28][cH:29]2)[n:30][n:31]1>>[CH3:1][C:2]([C:3](=[O:4])[c:5]1[n:6][n:7]([CH2:16][C:17](=[O:19])[N:36]([CH2:32][CH2:33][CH2:34][CH3:35])[CH2:37][CH2:38][CH2:39][CH3:40])[c:8]2[cH:9][c:10]([O:14][CH3:15])[cH:11][cH:12][c:13]12)([CH3:20])[CH3:21].